Dataset: the Open Reaction Database (ORD), a public repository of structured organic reaction records. Task: describe an organic reaction: reactants, conditions, products, and yield The reactants are C(C)OC(C1=C(C(=CC(=C1)Cl)F)N(C(C)=O)C(C)=O)=O (5-chloro-2-diacetylamino-3-fluorobenzoic acid ethyl ester), [OH-].[Na+] (NaOH). The solvent is C(C)(=O)OCC (ethyl acetate), O (water), CO (MeOH). Product: C(C)(=O)NC1=C(C(=O)O)C=C(C=C1F)Cl (2-acetylamino-5-chloro-3-fluoro-benzoic acid). Isolated yield 92.0%. Reaction SMILES: C([O:3][C:4](=[O:20])[C:5]1[CH:10]=[C:9]([Cl:11])[CH:8]=[C:7]([F:12])[C:6]=1[N:13](C(=O)C)[C:14](=[O:16])[CH3:15])C.[OH-].[Na+]>CO.C(OCC)(=O)C.O>[C:14]([NH:13][C:6]1[C:7]([F:12])=[CH:8][C:9]([Cl:11])=[CH:10][C:5]=1[C:4]([OH:20])=[O:3])(=[O:16])[CH3:15] |f:1.2|. Procedure: To a solution of 5-chloro-2-diacetylamino-3-fluorobenzoic acid ethyl ester (185 mg, 0.61 mmol) in MeOH (4 ml) was added 1N NaOH (1288 μl, 1.29 mmol) and the reaction mixture was refluxed for 2 h. The reaction mixture was cooled to RT and then diluted with ethyl acetate and water. The organic phase was separated and the aqueous phase was made acidic with 1N HCl to pH3 and then extracted with ethyl acetate (2×). The organic layer was dried (MgSO4), filtered and concentrated in vacuo to give the de... Starting materials: N1N=CN=C1 (1,2,4-triazole), FC1=CC=C(C2=CC=CC=C12)C=O (4-fluoro-naphthalene-1-carbaldehyde). Reagents/catalysts: C([O-])([O-])=O.[K+].[K+] (potassium carbonate). Run in CN(C)C=O (DMF). Run at time 3 hour. Product: N1(N=CN=C1)C1=CC=C(C2=CC=CC=C12)C=O (4-[1,2,4]triazol-1-yl-naphthalene-1-carbaldehyde). Yield: 68.8%. As a reaction SMILES: [NH:1]1[CH:5]=[N:4][CH:3]=[N:2]1.F[C:7]1[C:16]2[C:11](=[CH:12][CH:13]=[CH:14][CH:15]=2)[C:10]([CH:17]=[O:18])=[CH:9][CH:8]=1>CN(C=O)C.C(=O)([O-])[O-].[K+].[K+]>[N:1]1([C:7]2[C:16]3[C:11](=[CH:12][CH:13]=[CH:14][CH:15]=3)[C:10]([CH:17]=[O:18])=[CH:9][CH:8]=2)[CH:5]=[N:4][CH:3]=[N:2]1 |f:3.4.5|. Procedure: 1,2,4-triazole (248 mg) is added to a solution of 4-fluoro-naphthalene-1-carbaldehyde (522 mg) and potassium carbonate (4 mg) in DMF (4 ml): After 3 hours a room temperature, the reaction is quenched with water (40 ml) and ethyl acetate (50 ml). The organic phase is separated and the aqueous phase is extracted two times with ethyl acetate. The organic phases are combined, extracted with water and with a saturated aqueous solution of NaCl, dried over Na2SO4 and concentrated in vacuo. The crude pr... The reactants are BrC=1N=C2N(C3=C(NC4=C2C=CC=C4)N=CC=C3)C1C1=CC=C(C=C1)C1(CCC1)NC(OC(C)(C)C)=O (tert-butyl {1-[4-(2-bromo-9H-imidazo[1,2-d]pyrido[2,3-b][1,4]benzodiazepin-3-yl)phenyl]cyclobutyl}carbamate), C1=NC=CC2=CC(=CC=C12)B(O)O (isoquinolin-6-ylboronic acid), C(=O)([O-])[O-].[Na+].[Na+] (Na2CO3). Reagents/catalysts: CC(C)(C)P(C1=CC=C(C=C1)N(C)C)C(C)(C)C.CC(C)(C)P(C1=CC=C(C=C1)N(C)C)C(C)(C)C.Cl[Pd]Cl (bis(di-tert-butyl(4-dimethylaminophenyl)phosphine)dichloropalladium(II)). Run in CN(C)C=O (DMF), CCOC(=O)C (AcOEt). The product is C1=NC=CC2=CC(=CC=C12)C=1N=C2N(C3=C(NC4=C2C=CC=C4)N=CC=C3)C1C1=CC=C(C=C1)C1(CCC1)NC(OC(C)(C)C)=O (tert-butyl {1-[4-(2-isoquinolin-6-yl-9H-imidazo[1,2-d]pyrido[2,3-b][1,4]benzodiazepin-3-yl)phenyl]cyclobutyl}carbamate). Isolated yield 73.3%. As a reaction SMILES: Br[C:2]1[N:3]=[C:4]2[C:10]3[CH:11]=[CH:12][CH:13]=[CH:14][C:9]=3[NH:8][C:7]3[N:15]=[CH:16][CH:17]=[CH:18][C:6]=3[N:5]2[C:19]=1[C:20]1[CH:25]=[CH:24][C:23]([C:26]2([NH:30][C:31](=[O:37])[O:32][C:33]([CH3:36])([CH3:35])[CH3:34])[CH2:29][CH2:28][CH2:27]2)=[CH:22][CH:21]=1.[CH:38]1[C:47]2[C:42](=[CH:43][C:44](B(O)O)=[CH:45][CH:46]=2)[CH:41]=[CH:40][N:39]=1.C([O-])([O-])=O.[Na+].[Na+]>CN(C=O)C.CCOC(C)=O.CC(P(C(C)(C)C)C1C=CC(N(C)C)=CC=1)(C)C.CC(P(C(C)(C)C)C1C=CC(N(C)C)=CC=1)(C)C.Cl[Pd]Cl>[CH:38]1[C:47]2[C:42](=[CH:43][C:44]([C:2]3[N:3]=[C:4]4[C:10]5[CH:11]=[CH:12][CH:13]=[CH:14][C:9]=5[NH:8][C:7]5[N:15]=[CH:16][CH:17]=[CH:18][C:6]=5[N:5]4[C:19]=3[C:20]3[CH:25]=[CH:24][C:23]([C:26]4([NH:30][C:31](=[O:37])[O:32][C:33]([CH3:36])([CH3:34])[CH3:35])[CH2:29][CH2:28][CH2:27]4)=[CH:22][CH:21]=3)=[CH:45][CH:46]=2)[CH:41]=[CH:40][N:39]=1 |f:2.3.4,7.8.9|. Reported procedure: A mixture of tert-butyl {1-[4-(2-bromo-9H-imidazo[1,2-d]pyrido[2,3-b][1,4]benzodiazepin-3-yl)phenyl]cyclobutyl}carbamate (50 mg, 0.090 mmol), isoquinolin-6-ylboronic acid (31 mg, 0.18 mmol), bis(di-tert-butyl(4-dimethylaminophenyl)phosphine)dichloropalladium(II) (6 mg, 0.09 mmol), and 2M Na2CO3 aq. (0.090 mL, 0.18 mmol) in DMF (2.5 mL) was treated with microwave (160° C. for 1 hour). The mixture was diluted with AcOEt, washed with water(×3), brine, dried over Na2SO4, then filtrated through Celit... Isolated yield 97.6%. As a reaction SMILES: [Br:1][C:2]1[CH:7]=[CH:6][C:5]([CH2:8]Cl)=[C:4]([CH3:10])[CH:3]=1.[C-:11]#[N:12].[Na+]>CN(C=O)C>[Br:1][C:2]1[CH:7]=[CH:6][C:5]([CH2:8][C:11]#[N:12])=[C:4]([CH3:10])[CH:3]=1 |f:1.2|. Procedure: 4-Bromo-1-chloromethyl-2-methyl-benzene (63 g, 287 mmol) was dissolved in DMF (180 mL). NaCN (15.5 g, 316 mmol, 1.1 eq.) was added in 1 portion, and the reaction was stirred at room temperature overnight under a N2 atmosphere. The mixture was concentrated under reduced pressure, and the residue was taken into a mixture of sat. aq. NH4Cl (300 mL) and EtOAc (300 mL). The bi-phase solution was diluted with H2O (200 mL). The EtOAc layer was separated, and the aqueous layer was re-extracted with EtOA... The reactants are BrC1=CC(=C(C=C1)CCl)C (4-Bromo-1-chloromethyl-2-methyl-benzene), [C-]#N.[Na+] (NaCN). The product is BrC1=CC(=C(C=C1)CC#N)C ((4-Bromo-2-methylphenyl)acetonitrile). The solvent is CN(C)C=O (DMF). Reaction conditions: time 8 hour. Run at temperature 90 celsius. RXN SMILES: C1C(C(C(F)(F)F)(C(F)(F)F)C2C=CC(O)=CC=2)=CC=C(O)C=1.BrCCCCCCBr.C([O-])([O-])=O.[K+].[K+].[N+]([C:41]1[CH:42]=[C:43]([C:49]#[N:50])[C:44](=[CH:47][CH:48]=1)[C:45]#[N:46])([O-])=O.Cl>O.CS(C)=O>[C:49](#[N:50])[C:43]1[C:44](=[CH:47][CH:48]=[CH:41][CH:42]=1)[C:45]#[N:46] |f:2.3.4|. Yields the product C(C=1C(C#N)=CC=CC1)#N (phthalonitrile), solid. The reactants are C(=O)([O-])[O-].[K+].[K+] (K2CO3), C1=CC(=CC=C1C(C2=CC=C(C=C2)O)(C(F)(F)F)C(F)(F)F)O (bisphenol AF), BrCCCCCCBr (1,6-dibromohexane), [N+](=O)([O-])C=1C=C(C(C#N)=CC1)C#N (4-nitrophthalonitrile), Cl (HCl). The solvent is CS(=O)C (dimethylsulfoxide), O (water). Reported procedure: To a 2000 mL, three-necked flask fitted with a thermometer and a nitrogen inlet were added bisphenol AF (149 g, 0.442 mol), 1,6-dibromohexane (53.4 g, 0.219 mol), powdered anhydrous K2CO3 (150 g, 1.09 mol), and dimethylsulfoxide (DMSO) (1000 mL). The resulting mixture was degassed with nitrogen at ambient temperature and heated at 90° C. under a nitrogen atmosphere for 8-16 hr. The mixture was cooled to 50° C. At this time, 4-nitrophthalonitrile (80.1 g, 0.463 mol) was added in one portion and t... The yield is 97.0%. Reactants: C1(CCCC1)N1N=C(C=2C(=NC=CC21)OC)C=2C=C(SC2)C(=O)O (4-(1-cyclopentyl-4-methoxy-1H-pyrazolo[4,3-c]pyridin-3-yl)thiophene-2-carboxylic acid), Cl.CN (methylamine hydrochloride), CCN(C(C)C)C(C)C (DIEA), CCN=C=NCCCN(C)C.Cl (EDCI hydrochloride), C=1C=CC2=C(C1)N=NN2O (HOBt). The solvent is CN(C)C=O (DMF), O (water). Yields the product C1(CCCC1)N1N=C(C=2C(=NC=CC21)OC)C=2C=C(SC2)C(=O)NC (4-(1-cyclopentyl-4-methoxy-1H-pyrazolo[4,3-c]pyridin-3-yl)-N-methylthiophene-2-carboxamide). As a reaction SMILES: [CH:1]1([N:6]2[C:14]3[CH:13]=[CH:12][N:11]=[C:10]([O:15][CH3:16])[C:9]=3[C:8]([C:17]3[CH:18]=[C:19]([C:22]([OH:24])=O)[S:20][CH:21]=3)=[N:7]2)[CH2:5][CH2:4][CH2:3][CH2:2]1.Cl.CN.C[CH2:29][N:30](C(C)C)C(C)C.CCN=C=NCCCN(C)C.Cl.C1C=CC2N(O)N=NC=2C=1>CN(C=O)C.O>[CH:1]1([N:6]2[C:14]3[CH:13]=[CH:12][N:11]=[C:10]([O:15][CH3:16])[C:9]=3[C:8]([C:17]3[CH:18]=[C:19]([C:22]([NH:30][CH3:29])=[O:24])[S:20][CH:21]=3)=[N:7]2)[CH2:2][CH2:3][CH2:4][CH2:5]1 |f:1.2,4.5|. Procedure: A solution of 4-(1-cyclopentyl-4-methoxy-1H-pyrazolo[4,3-c]pyridin-3-yl)thiophene-2-carboxylic acid (75.0 mg), methylamine hydrochloride (22.1 mg), DIEA (0.153 mL), EDCI hydrochloride (62.8 mg) and HOBt (44.3 mg) in DMF (10 mL) was stirred overnight at room temperature. To the reaction mixture was added water, and the mixture was extracted with ethyl acetate. The organic layer was washed successively with water and saturated brine, dried over anhydrous sodium sulfate, and concentrated under redu... The reactants are Cl.C(C1=CC=CC=C1)(C1=CC=CC=C1)[C@@H]1CNCC[C@@H]1OCC1=CC(=CC(=C1)C(F)(F)F)F (cis-3-Benzhydryl-4-[[3-fluoro-5-(trifluoromethyl)benzyl]oxy]piperidine hydrochloride), Cl.N1C=NC(=C1)CC(=O)O (4-imidazoleacetic acid hydrochloride). The product is C(C1=CC=CC=C1)(C1=CC=CC=C1)[C@@H]1CN(CC[C@@H]1OCC1=CC(=CC(=C1)C(F)(F)F)F)C(CC=1N=CNC1)=O (cis-3-Benzhydryl-4-[[3-fluoro-5-(trifluoromethyl)benzyl]oxy]-1-(1H-imidazol-4-ylacetyl)piperidine). Reaction SMILES: Cl.[CH:2]([C@H:15]1[C@@H:20]([O:21][CH2:22][C:23]2[CH:28]=[C:27]([C:29]([F:32])([F:31])[F:30])[CH:26]=[C:25]([F:33])[CH:24]=2)[CH2:19][CH2:18][NH:17][CH2:16]1)([C:9]1[CH:14]=[CH:13][CH:12]=[CH:11][CH:10]=1)[C:3]1[CH:8]=[CH:7][CH:6]=[CH:5][CH:4]=1.Cl.[NH:35]1[CH:39]=[C:38]([CH2:40][C:41](O)=[O:42])[N:37]=[CH:36]1>>[CH:2]([C@H:15]1[C@@H:20]([O:21][CH2:22][C:23]2[CH:28]=[C:27]([C:29]([F:32])([F:30])[F:31])[CH:26]=[C:25]([F:33])[CH:24]=2)[CH2:19][CH2:18][N:17]([C:41](=[O:42])[CH2:40][C:38]2[N:37]=[CH:36][NH:35][CH:39]=2)[CH2:16]1)([C:9]1[CH:14]=[CH:13][CH:12]=[CH:11][CH:10]=1)[C:3]1[CH:8]=[CH:7][CH:6]=[CH:5][CH:4]=1 |f:0.1,2.3|. Procedure: The compound (28.8 mg) obtained in Example 26 and 4-imidazoleacetic acid hydrochloride (19.5 mg) were reacted and treated in the same manner as in the method described in Example 32 to obtain the title compound.